From a dataset of the Open Reaction Database (ORD), a public repository of structured organic reaction records. describe an organic reaction: reactants, conditions, products, and yield Reactants: c1ccc(C2CO2)cc1, [Na+], [OH-], O, Oc1ccccc1. As a reaction SMILES: [CH2:10]1[O:11][CH:12]1[c:13]1[cH:14][cH:15][cH:16][cH:17][cH:18]1.[Na+:9].[OH-:8].[OH2:19].[OH:1][c:2]1[cH:3][cH:4][cH:5][cH:6][cH:7]1>>[O:1]([c:2]1[cH:3][cH:4][cH:5][cH:6][cH:7]1)[CH:12]([CH2:10][OH:11])[c:13]1[cH:14][cH:15][cH:16][cH:17][cH:18]1. Product: OCC(Oc1ccccc1)c1ccccc1. Run in CO (methanol). Procedure details: 2-[1-(1 -Cyclopropylcarbamoyl-2,2-dimethyl-propylcarbamoyl)-3-methyl-butyl]-acrylic acid (4.40 g, 12.4 mmol) was dissolved in methanol (10 ml) and placed under a blanket of argon prior to addition of 2-mercaptothiophene (4.5 ml). The mixture was stirred overnight at 60° C. under argon with the exclusion of light. The solvent was removed under reduced pressure to leave an oil to which was added cold diethyl ether (200 ml). The product precipitated on standing in an ice bath and was removed by fil... Product: C1(CC1)NC(=O)C(C(C)(C)C)NC(=O)C(C(C(=O)O)CSC=1SC=CC1)CC(C)C (3-(1 -Cyclopropylcarbamoyl-2,2-dimethyl-propylcarbamoyl)-5-methyl-2-(thiophen-2-ylsulfanylmethyl)-hexanic acid). Run at temperature 60 celsius, time 8 hour. The reactants are SC=1SC=CC1 (2-mercaptothiophene), C1(CC1)NC(=O)C(C(C)(C)C)NC(=O)C(CC(C)C)C(C(=O)O)=C (2-[1-(1 -Cyclopropylcarbamoyl-2,2-dimethyl-propylcarbamoyl)-3-methyl-butyl]-acrylic acid), C(C)OCC (diethyl ether). RXN SMILES: [CH:1]1([NH:4][C:5]([CH:7]([NH:12][C:13]([CH:15]([C:20](=[CH2:24])[C:21]([OH:23])=[O:22])[CH2:16][CH:17]([CH3:19])[CH3:18])=[O:14])[C:8]([CH3:11])([CH3:10])[CH3:9])=[O:6])[CH2:3][CH2:2]1.[SH:25][C:26]1[S:27][CH:28]=[CH:29][CH:30]=1.C(OCC)C>CO>[CH:1]1([NH:4][C:5]([CH:7]([NH:12][C:13]([CH:15]([CH2:16][CH:17]([CH3:19])[CH3:18])[CH:20]([CH2:24][S:25][C:26]2[S:27][CH:28]=[CH:29][CH:30]=2)[C:21]([OH:23])=[O:22])=[O:14])[C:8]([CH3:10])([CH3:9])[CH3:11])=[O:6])[CH2:3][CH2:2]1. Procedure: A mixture of 800 mg (2.94 mmol) of 2-methoxy-5-trimethylstannyl-pyridine, 994 mg (2.94 mmol) of 6,7-dimethoxyquinolin-3-yl trifluoromethane sulfonate, 374 mg (8.82 mmol) of anhydrous lithium chloride and 170 mg (0.147 mmol) of Pd(PPh3)4 in 15 mL of anhydrous dioxane is flushed thoroughly with nitrogen and refluxed for 6 hours. The mixture is diluted with ethyl acetate (100 mL), washed with saturated NaHCO3 (75 mL), dried (Na2SO4) and evaporated. The resulting residue is chromatographed on silica... The solvent is O1CCOCC1 (dioxane). As a reaction SMILES: [CH3:1][O:2][C:3]1[CH:8]=[CH:7][C:6]([Sn](C)(C)C)=[CH:5][N:4]=1.FC(F)(F)S(O[C:19]1[CH:20]=[N:21][C:22]2[C:27]([CH:28]=1)=[CH:26][C:25]([O:29][CH3:30])=[C:24]([O:31][CH3:32])[CH:23]=2)(=O)=O.[Cl-].[Li+]>O1CCOCC1.C1C=CC([P]([Pd]([P](C2C=CC=CC=2)(C2C=CC=CC=2)C2C=CC=CC=2)([P](C2C=CC=CC=2)(C2C=CC=CC=2)C2C=CC=CC=2)[P](C2C=CC=CC=2)(C2C=CC=CC=2)C2C=CC=CC=2)(C2C=CC=CC=2)C2C=CC=CC=2)=CC=1>[CH3:1][O:2][C:3]1[CH:8]=[CH:7][C:6]([C:19]2[CH:20]=[N:21][C:22]3[C:27]([CH:28]=2)=[CH:26][C:25]([O:29][CH3:30])=[C:24]([O:31][CH3:32])[CH:23]=3)=[CH:5][N:4]=1 |f:2.3,^1:46,48,67,86|. Product: COC1=NC=C(C=C1)C=1C=NC2=CC(=C(C=C2C1)OC)OC (3-(2-methoxypyrid-5-yl)-6,7-dimethoxyquinoline). Reactants: COC1=NC=C(C=C1)[Sn](C)(C)C (2-methoxy-5-trimethylstannyl-pyridine), FC(S(=O)(=O)OC=1C=NC2=CC(=C(C=C2C1)OC)OC)(F)F (6,7-dimethoxyquinolin-3-yl trifluoromethane sulfonate), [Cl-].[Li+] (lithium chloride). The reagents and catalysts are C=1C=CC(=CC1)[P](C=2C=CC=CC2)(C=3C=CC=CC3)[Pd]([P](C=4C=CC=CC4)(C=5C=CC=CC5)C=6C=CC=CC6)([P](C=7C=CC=CC7)(C=8C=CC=CC8)C=9C=CC=CC9)[P](C=1C=CC=CC1)(C=1C=CC=CC1)C=1C=CC=CC1 (Pd(PPh3)4).